describe an organic reaction: reactants, conditions, products, and yield From a dataset of the Open Reaction Database (ORD), a public repository of structured organic reaction records. The reactants are N1(C=NC=C1)C[C@H](C1=CC=CC=C1)OC1=C(C=2CCCC(C2C=C1)=O)CS(=O)(=O)C1=C(C(=O)O)C=CC=C1 (2-{[(2-{[(1S)-2-(1H-imidazol-1-yl)-1-phenylethyl]oxy}-5-oxo-5,6,7,8-tetrahydro-1-naphthalenyl)methyl]sulfonyl}benzoic acid), C(C1=CC=CO1)N (furfurylamine). The product is O1C(=CC=C1)CNC(C1=C(C=CC=C1)S(=O)(=O)CC1=C(C=CC=2C(CCCC12)=O)O[C@H](CN1C=NC=C1)C1=CC=CC=C1)=O (N-(2-Furylmethyl)-2-{[(2-{[(1S)-2-(1H-imidazol-1-yl)-1-phenylethyl]oxy}-5-oxo-5,6,7,8-tetrahydro-1-naphthalenyl)methyl]sulfonyl}benzamide). The yield is 83.6%. As a reaction SMILES: [N:1]1([CH2:6][C@@H:7]([O:14][C:15]2[CH:24]=[CH:23][C:22]3[C:21](=[O:25])[CH2:20][CH2:19][CH2:18][C:17]=3[C:16]=2[CH2:26][S:27]([C:30]2[CH:38]=[CH:37][CH:36]=[CH:35][C:31]=2[C:32](O)=[O:33])(=[O:29])=[O:28])[C:8]2[CH:13]=[CH:12][CH:11]=[CH:10][CH:9]=2)[CH:5]=[CH:4][N:3]=[CH:2]1.[CH2:39]([NH2:45])[C:40]1[O:44][CH:43]=[CH:42][CH:41]=1>>[O:44]1[CH:43]=[CH:42][CH:41]=[C:40]1[CH2:39][NH:45][C:32](=[O:33])[C:31]1[CH:35]=[CH:36][CH:37]=[CH:38][C:30]=1[S:27]([CH2:26][C:16]1[C:17]2[CH2:18][CH2:19][CH2:20][C:21](=[O:25])[C:22]=2[CH:23]=[CH:24][C:15]=1[O:14][C@@H:7]([C:8]1[CH:13]=[CH:12][CH:11]=[CH:10][CH:9]=1)[CH2:6][N:1]1[CH:5]=[CH:4][N:3]=[CH:2]1)(=[O:29])=[O:28]. Procedure: Using the method in Example 172, 2-{[(2-{[(1S)-2-(1H-imidazol-1-yl)-1-phenylethyl]oxy}-5-oxo-5,6,7,8-tetrahydro-1-naphthalenyl)methyl]sulfonyl}benzoic acid (53 mg, 0.10 mmol, 0.20M in DMF) and furfurylamine (29 mg, 0.30 mmol, 0.6M in DMF) were combined to give 51 mg of the desired compound: Low resolution mass spectrum (LC-MS, APCI) m/z 610 [M+H]+. The product is CS(=O)(=O)CC1=C(C=CC=C1)[N+](=O)[O-] (1-Methanesulfonylmethyl-2-nitro-benzene), solid. Solvent: C(C)O (ethanol). As a reaction SMILES: [N+:1]([C:4]1[CH:11]=[CH:10][CH:9]=[CH:8][C:5]=1[CH2:6]Br)([O-:3])=[O:2].[CH3:12][S:13]([O-:15])=[O:14].[Na+]>C(O)C>[CH3:12][S:13]([CH2:6][C:5]1[CH:8]=[CH:9][CH:10]=[CH:11][C:4]=1[N+:1]([O-:3])=[O:2])(=[O:15])=[O:14] |f:1.2|. Reported procedure: 164 a) A suspension of o-Nitrobenzylbromide (5.71 g, 26.4 mmol) and sodium methanesulfinate (4.0 g, 40.0 mmol) in ethanol (70 mL) was stirred at room temperature for 18 hours. The volatiles were evaporated under reduced pressure. To the residue was added water (50 mL) and stirred for 30 minutes. The suspension was filtered, rinsed with water and air dried. 1-Methanesulfonylmethyl-2-nitro-benzene was isolated as a yellow solid (5.36 g, 94%). MP=115-117° C. 1H NMR (400 MHz, CDCl3, δ, ppm): 8.10 (d... Reaction conditions: time 18 hour. Starting materials: [N+](=O)([O-])C1=C(CBr)C=CC=C1 (o-Nitrobenzylbromide), CS(=O)[O-].[Na+] (sodium methanesulfinate). Isolated yield 94.0%. Reactants: BrCCCBr, CN(C)C=O, [H-], [Na+], O=C(O)CC(O)(CC(=O)O)C(=O)O, Oc1ccc(I)cc1. Yields the product BrCCCOc1ccc(I)cc1. As a reaction SMILES: [Br:11][CH2:12][CH2:13][CH2:14][Br:15].[CH3:29][N:30]([CH3:31])[CH:32]=[O:33].[H-:9].[Na+:10].[OH:16][C:17]([CH2:18][C:19]([C:20](=[O:21])[OH:22])([CH2:23][C:24](=[O:25])[OH:26])[OH:27])=[O:28].[OH:1][c:2]1[cH:3][cH:4][c:5]([I:6])[cH:7][cH:8]1>>[O:1]([c:2]1[cH:3][cH:4][c:5]([I:6])[cH:7][cH:8]1)[CH2:14][CH2:13][CH2:12][Br:11]. Starting materials: C(C)(C)(C)OC(NC1(COC(OC1)(C)C)CN1CCC2=CC(=CC=C12)CCC1=CC=C(C=C1)C1=C(C=CC=C1)C(F)(F)F)=O (tert-Butyl-2,2-dimethyl-5-((5-(2-(2′-(trifluoromethyl)biphenyl-4-yl)ethyl) indolin-1-yl)methyl)-1,3-dioxan-5-ylcarbamate), C(C)OC=1C=C(C=CC1OCC)C1=NC(=NO1)C1=C2CCN(C2=CC=C1)CC1(COC(OC1)(C)C)NC(OC(C)(C)C)=O (tert-butyl 5-((4-(5-(3,4-diethoxyphenyl)-1,2,4-oxadiazol-3-yl)indolin-1-yl)methyl)-2,2-dimethyl-1,3-dioxan-5-ylcarbamate). Yields the product NC(CO)(CO)CN1CCC2=CC(=CC=C12)CCC1=CC=C(C=C1)C1=C(C=CC=C1)C(F)(F)F (2-Amino-2-((5-(2-(2′-(trifluoromethyl)biphenyl-4-yl)ethyl)indolin-1-yl)methyl)propane-1,3-diol). Reaction SMILES: C(OC(=O)[NH:7][C:8]1([CH2:16][N:17]2[C:25]3[C:20](=[CH:21][C:22]([CH2:26][CH2:27][C:28]4[CH:33]=[CH:32][C:31]([C:34]5[CH:39]=[CH:38][CH:37]=[CH:36][C:35]=5[C:40]([F:43])([F:42])[F:41])=[CH:30][CH:29]=4)=[CH:23][CH:24]=3)[CH2:19][CH2:18]2)[CH2:13][O:12]C(C)(C)[O:10][CH2:9]1)(C)(C)C.C(OC1C=C(C2ON=C(C3C=CC=C4C=3CCN4CC3(NC(=O)OC(C)(C)C)COC(C)(C)OC3)N=2)C=CC=1OCC)C>>[NH2:7][C:8]([CH2:16][N:17]1[C:25]2[C:20](=[CH:21][C:22]([CH2:26][CH2:27][C:28]3[CH:33]=[CH:32][C:31]([C:34]4[CH:39]=[CH:38][CH:37]=[CH:36][C:35]=4[C:40]([F:43])([F:41])[F:42])=[CH:30][CH:29]=3)=[CH:23][CH:24]=2)[CH2:19][CH2:18]1)([CH2:9][OH:10])[CH2:13][OH:12]. Procedure details: When the product of Step E was substituted for tert-butyl 5-((4-(5-(3,4-diethoxyphenyl)-1,2,4-oxadiazol-3-yl)indolin-1-yl)methyl)-2,2-dimethyl-1,3-dioxan-5-ylcarbamate in Example 34, Step E, the identical process afforded the title compound in 100%. 1H-NMR (CD3OD/CDCl3) 2.8-2.86 (m, 4H); 2.89 (tr, 2H, J=8.29 Hz); 3.0 (s, 2H); 3.39 (tr, 2H, J=8.29 Hz); 3.48 (d, 2H, J=10.88 Hz); 3.55 (d, 2H, J=10.92 Hz); 6.51 (d, 1H, J=8.6 Hz); 6.86-6.88 (m, 2H); 7.14 (m, 3H); 7.17-7.37 (m, 2H); 7.4 (tr, 1H, J=7.5... The reactants are C1=CC=NC=2C3=CC=CC=C3C(C12)=O (4-azafluorene-9-one), O.NN (hydrazine monohydrate), [Cl-].[Na+] (sodium chloride). The solvent is C(COCCO)O (diethylene glycol). Run at temperature 168 celsius, time 3 hour. Product: C1=CC=NC=2C3=CC=CC=C3CC12 (4-azafluorene). Yield: 98.8%. RXN SMILES: [CH:1]1[C:13]2[C:12](=O)[C:11]3[C:6](=[CH:7][CH:8]=[CH:9][CH:10]=3)[C:5]=2[N:4]=[CH:3][CH:2]=1.O.NN.[Cl-].[Na+]>C(O)COCCO>[CH:1]1[C:13]2[CH2:12][C:11]3[C:6](=[CH:7][CH:8]=[CH:9][CH:10]=3)[C:5]=2[N:4]=[CH:3][CH:2]=1 |f:1.2,3.4|. Procedure: Subsequently, in a stream of argon, 500 mL of diethylene glycol was added to 16.8 g (92.6 mmol) of 4-azafluorene-9-one and 25 mL (370 mmol) of hydrazine monohydrate, and was heated and stirred at 168° C. for 3 hours. After the reaction liquid was cooled to room temperature, an aqueous solution of sodium chloride was added to the reaction liquid, and then, was extracted with ethyl acetate. The organic phase was washed with water, dried over sodium sulfate and concentrated, to thereby obtain 15.3 ... The product is O=C1CCC2=C(C[C@@H]3CCCN([C@H]3C2)CCC)N1 ((±)-trans-2-Oxo-6-propyl-1,2,3,4,5,5a,6,7,8,9, 9a,10-dodecahydropyrido[2,3-g]quinoline). RXN SMILES: [CH2:1]([N:4]1[C@H:13]2[C@@H:8]([CH2:9][C:10](=O)[CH2:11][CH2:12]2)[CH2:7][CH2:6][C:5]1=O)[CH2:2][CH3:3].[C:16]([NH2:20])(=[O:19])[CH:17]=[CH2:18].O.C1(C)C=CC(S(O)(=O)=O)=CC=1>C1(C)C=CC=CC=1.COC1C=CC(O)=CC=1>[O:19]=[C:16]1[NH:20][C:10]2[CH2:9][C@H:8]3[C@H:13]([CH2:12][C:11]=2[CH2:18][CH2:17]1)[N:4]([CH2:1][CH2:2][CH3:3])[CH2:5][CH2:6][CH2:7]3 |f:2.3|. Starting materials: C(CC)N1C(CC[C@@H]2CC(CC[C@@H]12)=O)=O ((±)-trans-1-propyl-6-oxodecahydroquinolone), C(C=C)(=O)N (acrylamide), O.C1(=CC=C(C=C1)S(=O)(=O)O)C (p-toluenesulfonic acid monohydrate). Reagents/catalysts: COC1=CC=C(C=C1)O (p-methoxyphenol). Solvent: C1(=CC=CC=C1)C (toluene). Procedure: A mixture of (±)-trans-1-propyl-6-oxodecahydroquinolone (30.0 g, 154 mMol), acrylamide (32.8 g, 462 mMol), p-toluenesulfonic acid monohydrate (35.2 g, 185 mMol), and p-methoxyphenol (500 mg) in toluene (1000 mL) was heated to reflux, water being collected in a Dean-Stark trap. After 17 hr of reflux, the reaction was poured into dilute NaOH solution and extracted with methylene chloride. The extract was dried (Na2SO4) and concentrated to give the crude product as a brown foam. Recrystallization (... The yield is 36.6%.